Dataset: the Open Reaction Database (ORD), a public repository of structured organic reaction records. Task: describe an organic reaction: reactants, conditions, products, and yield The reactants are CCO, Cl, [K+], [OH-], O, CCOC(=O)C1Sc2ccccc2-c2[nH]c3ccccc3c21. Product: O=C(O)C1Sc2ccccc2-c2[nH]c3ccccc3c21. Reaction SMILES: [CH3:27][CH2:28][OH:29].[ClH:25].[K+:2].[OH-:1].[OH2:26].[cH:3]1[cH:4][cH:5][cH:6][c:7]2[c:8]1-[c:9]1[nH:10][c:11]3[cH:12][cH:13][cH:14][cH:15][c:16]3[c:17]1[CH:18]([C:20](=[O:21])[O:22][CH2:23][CH3:24])[S:19]2>>[cH:3]1[cH:4][cH:5][cH:6][c:7]2[c:8]1-[c:9]1[nH:10][c:11]3[cH:12][cH:13][cH:14][cH:15][c:16]3[c:17]1[CH:18]([C:20](=[O:21])[OH:22])[S:19]2. Reactants: B, C1CCOC1, CC(C)(C#N)c1ccc([N+](=O)[O-])cc1, Cl, [Na+], [OH-]. Yields the product CC(C)(CN)c1ccc([N+](=O)[O-])cc1. RXN SMILES: [BH3:15].[CH2:19]1[O:20][CH2:21][CH2:22][CH2:23]1.[CH3:1][C:2]([C:3]#[N:4])([CH3:5])[c:6]1[cH:7][cH:8][c:9]([N+:12](=[O:13])[O-:14])[cH:10][cH:11]1.[ClH:16].[Na+:18].[OH-:17]>>[CH3:1][C:2]([CH2:3][NH2:4])([CH3:5])[c:6]1[cH:7][cH:8][c:9]([N+:12](=[O:13])[O-:14])[cH:10][cH:11]1. Reactants: CCCCO, CCCCCC, Nc1cc(C2CC2)[nH]n1, CCN(C(C)C)C(C)C, Cc1nc(Cl)nc(Cl)c1[N+](=O)[O-]. The product is Cc1nc(Cl)nc(Nc2cc(C3CC3)[nH]n2)c1[N+](=O)[O-]. RXN SMILES: [CH2:31]([OH:32])[CH2:33][CH2:34][CH3:35].[CH3:36][CH2:37][CH2:38][CH2:39][CH2:40][CH3:41].[CH:1]1([c:4]2[cH:5][c:6]([NH2:9])[n:7][nH:8]2)[CH2:2][CH2:3]1.[CH:22]([N:23]([CH2:24][CH3:25])[CH:26]([CH3:27])[CH3:28])([CH3:29])[CH3:30].[Cl:10][c:11]1[n:12][c:13]([CH3:21])[c:14]([N+:18](=[O:19])[O-:20])[c:15]([Cl:17])[n:16]1>>[CH:1]1([c:4]2[cH:5][c:6]([NH:9][c:15]3[c:14]([N+:18](=[O:19])[O-:20])[c:13]([CH3:21])[n:12][c:11]([Cl:10])[n:16]3)[n:7][nH:8]2)[CH2:2][CH2:3]1. Starting materials: CC(C)=O, CCCCCC(=O)OCC(=O)C1C(C)CC2C3=C(C(O)CC21C)C1(C)C=CC(=O)C=C1C(F)C3, O=[Cr](=O)=O, O. Yields the product CCCCCC(=O)OCC(=O)C1C(C)CC2C3=C(C(=O)CC21C)C1(C)C=CC(=O)C=C1C(F)C3. As a reaction SMILES: [CH3:35][C:36](=[O:37])[CH3:38].[F:1][CH:2]1[CH2:3][C:4]2=[C:23]([CH:22]([OH:32])[CH2:21][C:20]3([CH3:33])[CH:5]2[CH2:6][CH:7]([CH3:34])[CH:8]3[C:9]([CH2:10][O:11][C:12]([CH2:13][CH2:14][CH2:15][CH2:16][CH3:17])=[O:18])=[O:19])[C:24]2([CH3:31])[CH:25]=[CH:26][C:27](=[O:30])[CH:28]=[C:29]12.[O:39]=[Cr:40](=[O:41])=[O:42].[OH2:43]>>[F:1][CH:2]1[CH2:3][C:4]2=[C:23]([C:22](=[O:32])[CH2:21][C:20]3([CH3:33])[CH:5]2[CH2:6][CH:7]([CH3:34])[CH:8]3[C:9]([CH2:10][O:11][C:12]([CH2:13][CH2:14][CH2:15][CH2:16][CH3:17])=[O:18])=[O:19])[C:24]2([CH3:31])[CH:25]=[CH:26][C:27](=[O:30])[CH:28]=[C:29]12. The reactants are Cc1ccccc1, COC(=O)CCCC(=O)c1ccc(Cl)cc1, Nc1ccccc1, O, Cc1ccc(S(=O)(=O)O)cc1. Yields the product COC(=O)CCCC(Nc1ccccc1)c1ccc(Cl)cc1. As a reaction SMILES: [CH3:36][c:37]1[cH:38][cH:39][cH:40][cH:41][cH:42]1.[Cl:1][c:2]1[cH:3][cH:4][c:5]([C:6](=[O:7])[CH2:8][CH2:9][CH2:10][C:11](=[O:12])[O:13][CH3:14])[cH:15][cH:16]1.[NH2:17][c:18]1[cH:19][cH:20][cH:21][cH:22][cH:23]1.[OH2:24].[c:25]1([CH3:26])[cH:27][cH:28][c:29]([S:30]([OH:31])(=[O:32])=[O:33])[cH:34][cH:35]1>>[Cl:1][c:2]1[cH:3][cH:4][c:5]([CH:6]([CH2:8][CH2:9][CH2:10][C:11](=[O:12])[O:13][CH3:14])[NH:17][c:18]2[cH:19][cH:20][cH:21][cH:22][cH:23]2)[cH:15][cH:16]1. Starting materials: C(C)(=O)N1C(C(CC1)CC)(C(=O)OCC)C(=O)OCC (Diethyl 1-Acetyl-3-ethylpyrrolidine-2,2-dicarboxylate), CC(=O)O (HOAc), Cl (HCl). Product: Cl.C(C)C1[C@H](NCC1)C(=O)O (3-Ethylproline hydrochloride). Reaction SMILES: C([N:4]1[CH2:8][CH2:7][CH:6]([CH2:9][CH3:10])[C:5]1(C(OCC)=O)[C:11]([O:13]CC)=[O:12])(=O)C.CC(O)=O.[ClH:25]>>[ClH:25].[CH2:9]([CH:6]1[CH2:7][CH2:8][NH:4][C@@H:5]1[C:11]([OH:13])=[O:12])[CH3:10] |f:3.4|. Procedure details: Diethyl 1-Acetyl-3-ethylpyrrolidine-2,2-dicarboxylate (373 g, 0.95 mol) was suspended in 6N HCl (2 L) and HOAc (500 mL) and heated at reflux for 20 h. The reaction mixture was cooled, washed with EtOAc (1L), then concentrated in vacuo to give an oil which crystallized upon trituration with ether to give the title compound. 1H NMR (D2O) δ 4.23 (d, 1H, J=8 Hz), 3.84 (d, 1H, J=8 Hz), 3.15-3.4 (m, 4H), 2.33-2.44 (m, 1H), 2.19-2.4 (m, 1H), 2.02-2.15 (m, 2H), 1.53-1.72 (m, 3H), 1.23-1.43 (m, 2H), 1.0-... Reactants: CCOC(=O)CBr, C1CCOC1, CN1CCCN(C)C1=O, [H-], [Na+], O=c1cccc[nH]1. Yields the product CCOC(=O)Cn1ccccc1=O. Reaction SMILES: [Br:10][CH2:11][C:12](=[O:13])[O:14][CH2:15][CH3:16].[CH2:17]1[O:18][CH2:19][CH2:20][CH2:21]1.[CH3:22][N:23]1[CH2:24][CH2:25][CH2:26][N:27]([CH3:28])[C:29]1=[O:30].[H-:1].[Na+:2].[nH:3]1[c:4](=[O:9])[cH:5][cH:6][cH:7][cH:8]1>>[n:3]1([CH2:11][C:12](=[O:13])[O:14][CH2:15][CH3:16])[c:4](=[O:9])[cH:5][cH:6][cH:7][cH:8]1. The reactants are OC1=C(C=CC=C1)CCCC(=O)O (4-(2-Hydroxyphenyl)butyric acid), CO (methanol), S(O)(O)(=O)=O (sulfuric acid). Yields the product OC1=C(C=CC=C1)CCCC(=O)OC (methyl 4-(2-hydroxyphenyl)butyrate). As a reaction SMILES: [OH:1][C:2]1[CH:7]=[CH:6][CH:5]=[CH:4][C:3]=1[CH2:8][CH2:9][CH2:10][C:11]([OH:13])=[O:12].S(=O)(=O)(O)O.[CH3:19]O>>[OH:1][C:2]1[CH:7]=[CH:6][CH:5]=[CH:4][C:3]=1[CH2:8][CH2:9][CH2:10][C:11]([O:13][CH3:19])=[O:12]. Procedure details: 4-(2-Hydroxyphenyl)butyric acid (1 g, 5.55 mmol) was dissolved in 20 mL anhydrous methanol, and 5 mL sulfuric acid. The mixture was heated to reflux for 6 hours. After aqueous workup, 1.14 g of methyl 4-(2-hydroxyphenyl)butyrate was obtained. 1H NMR (CDCl3): 1.92 (q, 2H), 2.40 (t, 2H), 2.65 (t, 2H), 3.72 (s, 3H), 6.84 (m, 2H), 7.10 (m, 2H).